Dataset: the Open Reaction Database (ORD), a public repository of structured organic reaction records. Task: describe an organic reaction: reactants, conditions, products, and yield Reactants: N#N (N2), FC(CCCCC=1OC=C(N1)C(=O)O)(C)F (2-(5,5-difluoro-hexyl)-oxazole-4-carboxylic acid), C(C(=O)Cl)(=O)Cl (oxalyl chloride), CN(C)C=O (DMF). Run in C1(=CC=CC=C1)C (toluene). Conditions: time 1 hour. Yields the product FC(CCCCC=1OC=C(N1)C(=O)Cl)(C)F (2-(5,5-difluoro-hexyl)-oxazole-4-carbonyl chloride). Reaction SMILES: N#N.[F:3][C:4]([F:18])([CH3:17])[CH2:5][CH2:6][CH2:7][CH2:8][C:9]1[O:10][CH:11]=[C:12]([C:14](O)=[O:15])[N:13]=1.CN(C=O)C.C(Cl)(=O)C([Cl:27])=O>C1(C)C=CC=CC=1>[F:3][C:4]([F:18])([CH3:17])[CH2:5][CH2:6][CH2:7][CH2:8][C:9]1[O:10][CH:11]=[C:12]([C:14]([Cl:27])=[O:15])[N:13]=1. Reported procedure: In a flame dried round-bottomed flask equipped with a magnetic stir bar and under inert atmosphere (N2), a suspension of 2-(5,5-difluoro-hexyl)-oxazole-4-carboxylic acid (280 mg, 1.20 mmol) in toluene (12 mL) was treated at 0° C. with a drop of DMF followed by oxalyl chloride (0.13 mL, 1.44 mmol) and the resulting yellow solution was stirred at rt for 1 h. The solvent was then removed under reduced pressure (coevaporation with toluene) to give 2-(5,5-difluoro-hexyl)-oxazole-4-carbonyl chloride a... Starting materials: C1(CC1)C=1C(=CC(=NC1)C(=O)O)O[C@H](C(F)(F)F)C (5-Cyclopropyl-4-((S)-2,2,2-trifluoro-1-methyl-ethoxy)-pyridine-2-carboxylic acid), NC(CC(=O)OC(C)(C)C)(C)C1CC1 (tert-butyl 3-amino-3-cyclopropyl-butanoate). Product: C1(CC1)C(CC(=O)OC(C)(C)C)(C)NC(=O)C1=NC=C(C(=C1)O[C@H](C(F)(F)F)C)C1CC1 (tert-butyl 3-cyclopropyl-3-[[5-cyclopropyl-4-[(1S)-2,2,2-trifluoro-1-methyl-ethoxy]pyridine-2-carbonyl]amino]butanoate). RXN SMILES: [CH:1]1([C:4]2[C:5]([O:13][C@@H:14]([CH3:19])[C:15]([F:18])([F:17])[F:16])=[CH:6][C:7]([C:10]([OH:12])=O)=[N:8][CH:9]=2)[CH2:3][CH2:2]1.[NH2:20][C:21]([CH:31]1[CH2:33][CH2:32]1)([CH3:30])[CH2:22][C:23]([O:25][C:26]([CH3:29])([CH3:28])[CH3:27])=[O:24]>>[CH:31]1([C:21]([NH:20][C:10]([C:7]2[CH:6]=[C:5]([O:13][C@@H:14]([CH3:19])[C:15]([F:18])([F:17])[F:16])[C:4]([CH:1]3[CH2:2][CH2:3]3)=[CH:9][N:8]=2)=[O:12])([CH3:30])[CH2:22][C:23]([O:25][C:26]([CH3:28])([CH3:27])[CH3:29])=[O:24])[CH2:33][CH2:32]1. Reported procedure: The title compound was synthesized in analogy to Example 112e, using 5-Cyclopropyl-4-((S)-2,2,2-trifluoro-1-methyl-ethoxy)-pyridine-2-carboxylic acid (example 68a) and tert-butyl 3-amino-3-cyclopropyl-butanoate (example 229b) as starting materials and isolated (467 mg, 56%); MS (ESI, m/z): 457.6 (M+H+). Starting materials: 2005/059107, CN1C(N(C=2N=CNC2C1=O)C)=O (1,3-dimethyl-1H-purine-2,6(3H,7H)-dione), C(=O)([O-])[O-].[K+].[K+] (K2CO3), CS(=O)(=O)O[C@@H](C(=O)OC)C ((R)-methyl 2-((methylsulfonyl)oxy)propanoate). Run in CN(C)C=O (DMF). Reaction conditions: temperature 20 celsius, time 20 hour. The product is CN1C(N(C=2N=CN(C2C1=O)[C@H](C(=O)OC)C)C)=O (Methyl(S)-2-(1,3-dimethyl-2,6-dioxo-1,2,3,6-tetrahydro-7H-purin-7-yl)propanoate). As a reaction SMILES: [CH3:1][N:2]1[C:10](=[O:11])[C:9]2[NH:8][CH:7]=[N:6][C:5]=2[N:4]([CH3:12])[C:3]1=[O:13].C([O-])([O-])=O.[K+].[K+].CS(O[C@H:25]([CH3:30])[C:26]([O:28][CH3:29])=[O:27])(=O)=O>CN(C=O)C>[CH3:1][N:2]1[C:10](=[O:11])[C:9]2[N:8]([C@@H:25]([CH3:30])[C:26]([O:28][CH3:29])=[O:27])[CH:7]=[N:6][C:5]=2[N:4]([CH3:12])[C:3]1=[O:13] |f:1.2.3|. Procedure details: To a suspension of 1,3-dimethyl-1H-purine-2,6(3H,7H)-dione (20 g, 111 mmol) and K2CO3 (30.6 g, 222 mmol) in DMF (400 mL) was added (R)-methyl 2-((methylsulfonyl)oxy)propanoate (which may be synthesized according to the procedure described in PCT Pub No. WO/2005/059107 (40 g, 222 mmol). The reaction mixture was stirred at 20° C. for 20 h. The reaction mixture was then quenched with saturated NH4Cl(aq), diluted with water and extracted with CH2Cl2 (3×). The combined organic extracts were washed 3×... Starting materials: Cl.N1[C@H](C(=O)N)CCC1 (L-prolinamide hydrochloride), C(C)(C)(C)OC(=O)N[C@@H](CC1=CC=CC=C1)C(=O)N1[C@H](C(=O)N)CCC1 (t-butyloxycarbonyl-L-phenylalanyl-L-prolinamide), C(C(C)C)OC(=O)Cl (isobutylchloroformate), C(C)(C)(C)OC(=O)N[C@@H](CC(C)C)C(=O)O (t-butyloxycarbonyl-L-leucine), CN1CCOCC1 (N-methylmorpholine), CN1CCOCC1 (N-methylmorpholine). Run in CN(C=O)C (dimethylformamide), O1CCCC1 (tetrahydrofuran). Reaction conditions: time 15 minute. Product: C(C)(C)(C)OC(=O)N[C@@H](CC(C)C)C(=O)N1[C@H](C(=O)N)CCC1 (t-butyloxycarbonyl-L-leucyl-L-prolinamide). As a reaction SMILES: [C:1]([O:5][C:6]([NH:8][C@H:9]([C:17]([N:19]1[CH2:26][CH2:25][CH2:24][C@H:20]1[C:21]([NH2:23])=[O:22])=[O:18])[CH2:10][C:11]1[CH:16]=CC=C[CH:12]=1)=[O:7])([CH3:4])([CH3:3])[CH3:2].C(OC(N[C@H](C(O)=O)CC(C)C)=O)(C)(C)C.CN1CCOCC1.C(OC(Cl)=O)C(C)C.Cl.N1CCC[C@H]1C(N)=O>O1CCCC1.CN(C)C=O>[C:1]([O:5][C:6]([NH:8][C@H:9]([C:17]([N:19]1[CH2:26][CH2:25][CH2:24][C@H:20]1[C:21]([NH2:23])=[O:22])=[O:18])[CH2:10][CH:11]([CH3:16])[CH3:12])=[O:7])([CH3:3])([CH3:4])[CH3:2] |f:4.5|. Procedure details: Following the general procedure described previously for t-butyloxycarbonyl-L-phenylalanyl-L-prolinamide, a solution of t-butyloxycarbonyl-L-leucine (32.64 g), in tetrahydrofuran was activated by treatment with N-methylmorpholine (18.22 ml), followed by isobutylchloroformate (16.99 ml) at -5° C. After 15 minutes, L-prolinamide hydrochloride (15.0 g) was added as a solution in dimethylformamide, followed by N-methylmorpholine (18.22 ml) and the mixture stirred overnight at room temperature. The r... The reactants are OC1=C(C#N)C=CC=C1 (2-Hydroxybenzonitrile), C[O-].[Na+] (sodium methoxide), Cl.NO (hydroxylamine HCl). The solvent is C(C)O (ethanol). Product: OC1=C(C(N)=NO)C=CC=C1 (2-HYDROXY-BENZAMIDE OXIME). Reaction SMILES: [OH:1][C:2]1[CH:9]=[CH:8][CH:7]=[CH:6][C:3]=1[C:4]#[N:5].Cl.[NH2:11][OH:12].C[O-].[Na+]>C(O)C>[OH:1][C:2]1[CH:9]=[CH:8][CH:7]=[CH:6][C:3]=1[C:4](=[N:11][OH:12])[NH2:5] |f:1.2,3.4|. Procedure: 2-Hydroxybenzonitrile (10 grams), hydroxylamine HCl in 150 ml. ethanol, and sodium methoxide (9.0 grams) were refluxed for about 18 hours. The reaction mixture was then filtered and the ethanol evaporated. Next water was added and extracted into ethyl acetate. Drying and evaporation of the solvent left on oily product which solidified upon standing. The identity of the final product was confirmed by NMR and IR analysis.